This data is from the Open Reaction Database (ORD), a public repository of structured organic reaction records. The task is: describe an organic reaction: reactants, conditions, products, and yield The reactants are P(=O)(Cl)(Cl)Cl (Phosphoryl trichloride), ClC=1C(=NC=CC1)N1N=CC=2C1=NC=NC2O (1-(3-chloropyridin-2-yl)-1H-pyrazolo[3,4-d]pyrimidin-4-ol). Run at temperature 100 celsius, time 4 hour. Product: ClC1=C2C(=NC=N1)N(N=C2)C2=NC=CC=C2Cl (4-chloro-1-(3-chloropyridin-2-yl)-1H-pyrazolo[3,4-d]pyrimidine). Reaction SMILES: P(Cl)(Cl)([Cl:3])=O.[Cl:6][C:7]1[C:8]([N:13]2[C:17]3=[N:18][CH:19]=[N:20][C:21](O)=[C:16]3[CH:15]=[N:14]2)=[N:9][CH:10]=[CH:11][CH:12]=1>>[Cl:3][C:21]1[N:20]=[CH:19][N:18]=[C:17]2[N:13]([C:8]3[C:7]([Cl:6])=[CH:12][CH:11]=[CH:10][N:9]=3)[N:14]=[CH:15][C:16]=12. Procedure: Phosphoryl trichloride (235 mL, 2455.17 mmol) was added to 1-(3-chloropyridin-2-yl)-1H-pyrazolo[3,4-d]pyrimidin-4-ol B15b (30.4 g, 122.76 mmol). The resulting solution was stirred at 100° C. for 4 hours. The mixture was concentrated in vacuo and to the residue was added an ice/water mixture. The resulting mixture was stirred for 1 hour during which time a solid precipitated. The solid was collected by filtration and washed with water (3×75 mL). The crude product was dissolved in EtOAc (500 mL) a... The reactants are CCCCC(Br)C(=O)OC, O=C([O-])[O-], CN(C)C=O, [K+], [K+], O, COc1cc(OC)nc(O)n1. Product: CCCCC(Oc1nc(OC)cc(OC)n1)C(=O)OC. RXN SMILES: [Br:12][CH:13]([C:14](=[O:15])[O:16][CH3:17])[CH2:18][CH2:19][CH2:20][CH3:21].[C:27](=[O:28])([O-:29])[O-:30].[CH3:22][N:23]([CH3:24])[CH:25]=[O:26].[K+:31].[K+:32].[OH2:33].[OH:1][c:2]1[n:3][c:4]([O:10][CH3:11])[cH:5][c:6]([O:8][CH3:9])[n:7]1>>[O:1]([c:2]1[n:3][c:4]([O:10][CH3:11])[cH:5][c:6]([O:8][CH3:9])[n:7]1)[CH:13]([C:14](=[O:15])[O:16][CH3:17])[CH2:18][CH2:19][CH2:20][CH3:21]. Reactants: Cc1ccccc1, CCC(N)CO, [Na+], [OH-], O, O=S(=O)(Cl)c1ccccc1. The product is CCC1CN1S(=O)(=O)c1ccccc1. RXN SMILES: [CH3:20][c:21]1[cH:22][cH:23][cH:24][cH:25][cH:26]1.[NH2:1][CH:2]([CH2:3][OH:4])[CH2:5][CH3:6].[Na+:8].[OH-:7].[OH2:19].[c:9]1([S:15](=[O:16])(=[O:17])[Cl:18])[cH:10][cH:11][cH:12][cH:13][cH:14]1>>[N:1]1([S:15]([c:9]2[cH:10][cH:11][cH:12][cH:13][cH:14]2)(=[O:16])=[O:17])[CH:2]([CH2:5][CH3:6])[CH2:3]1. Reactants: O=C1c2cccc(Cl)c2C(Br)c2cccc(Cl)c21, C1CCOC1, Cc1ccccc1N, O. Product: Cc1ccccc1NC1c2cccc(Cl)c2C(=O)c2cccc(Cl)c21. RXN SMILES: [Br:1][CH:2]1[c:3]2[cH:4][cH:5][cH:6][c:7]([Cl:18])[c:8]2[C:9](=[O:17])[c:10]2[cH:11][cH:12][cH:13][c:14]([Cl:16])[c:15]21.[CH2:28]1[O:29][CH2:30][CH2:31][CH2:32]1.[NH2:19][c:20]1[c:21]([CH3:26])[cH:22][cH:23][cH:24][cH:25]1.[OH2:27]>>[CH:2]1([NH:19][c:20]2[c:21]([CH3:26])[cH:22][cH:23][cH:24][cH:25]2)[c:3]2[cH:4][cH:5][cH:6][c:7]([Cl:18])[c:8]2[C:9](=[O:17])[c:10]2[cH:11][cH:12][cH:13][c:14]([Cl:16])[c:15]21. Starting materials: C(N)(OC(C)(C)C)=O (t-Butyl carbamate), COC(=O)C1=CC=C(C=C1)C1(CC1)NC(=O)[C@@H]1N(CCCC1)C(=O)OC(C)(C)C ((R)-tert-butyl 2-((1-(4-(methoxycarbonyl)phenyl)cyclopropyl)carbamoyl)piperidine-1-carboxylate). The product is N1[C@H](CCCC1)C(=O)NC1(CC1)C1=CC=C(C(=O)OC)C=C1 ((R)-methyl 4-(1-(piperidine-2-carboxamido)cyclopropyl)benzoate). The yield is 100.3%. Reaction SMILES: C(=O)(OC(C)(C)C)N.[CH3:9][O:10][C:11]([C:13]1[CH:18]=[CH:17][C:16]([C:19]2([NH:22][C:23]([C@H:25]3[CH2:30][CH2:29][CH2:28][CH2:27][N:26]3C(OC(C)(C)C)=O)=[O:24])[CH2:21][CH2:20]2)=[CH:15][CH:14]=1)=[O:12]>>[NH:26]1[CH2:27][CH2:28][CH2:29][CH2:30][C@@H:25]1[C:23]([NH:22][C:19]1([C:16]2[CH:15]=[CH:14][C:13]([C:11]([O:10][CH3:9])=[O:12])=[CH:18][CH:17]=2)[CH2:21][CH2:20]1)=[O:24]. Procedure details: The title compound (D13) (490 mg) was prepared according to the general procedure for t-Butyl carbamate (Boc) cleavage starting from (R)-tert-butyl 2-((1-(4-(methoxycarbonyl)phenyl)cyclopropyl)carbamoyl)piperidine-1-carboxylate (D6) (650 mg). The reactants are CS(=O)(=O)c1ccc(C(CC2CCCC2)C(=O)Nc2cnc(Br)cn2)cc1Cl, CN(C)C=O, O, OCCS, c1ccc(P(c2ccccc2)(c2ccccc2)[Pd](P(c2ccccc2)(c2ccccc2)c2ccccc2)(P(c2ccccc2)(c2ccccc2)c2ccccc2)P(c2ccccc2)(c2ccccc2)c2ccccc2)cc1. The product is CS(=O)(=O)c1ccc(C(CC2CCCC2)C(=O)Nc2cnc(SCCO)cn2)cc1Cl. As a reaction SMILES: [Br:1][c:2]1[n:3][cH:4][c:5]([NH:8][C:9]([CH:10]([CH2:11][CH:12]2[CH2:13][CH2:14][CH2:15][CH2:16]2)[c:17]2[cH:18][c:19]([Cl:27])[c:20]([S:23](=[O:24])(=[O:25])[CH3:26])[cH:21][cH:22]2)=[O:28])[n:6][cH:7]1.[CH3:33][N:34]([CH3:35])[CH:36]=[O:37].[OH2:38].[OH:29][CH2:30][CH2:31][SH:32].[cH:39]1[cH:40][cH:41][c:42]([P:43]([Pd:44]([P:45]([c:46]2[cH:47][cH:48][cH:49][cH:50][cH:51]2)([c:52]2[cH:53][cH:54][cH:55][cH:56][cH:57]2)[c:58]2[cH:59][cH:60][cH:61][cH:62][cH:63]2)([P:64]([c:65]2[cH:66][cH:67][cH:68][cH:69][cH:70]2)([c:71]2[cH:72][cH:73][cH:74][cH:75][cH:76]2)[c:77]2[cH:78][cH:79][cH:80][cH:81][cH:82]2)[P:83]([c:84]2[cH:85][cH:86][cH:87][cH:88][cH:89]2)([c:90]2[cH:91][cH:92][cH:93][cH:94][cH:95]2)[c:96]2[cH:97][cH:98][cH:99][cH:100][cH:101]2)([c:102]2[cH:103][cH:104][cH:105][cH:106][cH:107]2)[c:108]2[cH:109][cH:110][cH:111][cH:112][cH:113]2)[cH:114][cH:115]1>>[c:2]1([S:32][CH2:31][CH2:30][OH:29])[n:3][cH:4][c:5]([NH:8][C:9]([CH:10]([CH2:11][CH:12]2[CH2:13][CH2:14][CH2:15][CH2:16]2)[c:17]2[cH:18][c:19]([Cl:27])[c:20]([S:23](=[O:24])(=[O:25])[CH3:26])[cH:21][cH:22]2)=[O:28])[n:6][cH:7]1. Starting materials: O=C(O)c1ccc(CBr)cc1-c1ccccc1, COC(=O)C(N)CCSC, CCN(C(C)C)C(C)C, O=C(Cl)C(=O)Cl, ClCCl, Cl. The product is COC(=O)C(CCSC)NC(=O)c1ccc(CBr)cc1-c1ccccc1. Reaction SMILES: [Br:1][CH2:2][c:3]1[cH:4][c:5](-[c:12]2[cH:13][cH:14][cH:15][cH:16][cH:17]2)[c:6]([C:7](=[O:8])[OH:9])[cH:10][cH:11]1.[CH3:25][O:26][C:27]([CH:28]([NH2:29])[CH2:30][CH2:31][S:32][CH3:33])=[O:34].[CH:35]([N:36]([CH:37]([CH3:38])[CH3:39])[CH2:40][CH3:41])([CH3:42])[CH3:43].[Cl:18][C:19]([C:20]([Cl:21])=[O:22])=[O:23].[Cl:44][CH2:45][Cl:46].[ClH:24]>>[Br:1][CH2:2][c:3]1[cH:4][c:5](-[c:12]2[cH:13][cH:14][cH:15][cH:16][cH:17]2)[c:6]([C:7](=[O:9])[NH:29][CH:28]([C:27]([O:26][CH3:25])=[O:34])[CH2:30][CH2:31][S:32][CH3:33])[cH:10][cH:11]1.